From a dataset of the Open Reaction Database (ORD), a public repository of structured organic reaction records. describe an organic reaction: reactants, conditions, products, and yield Starting materials: OCC=CCBr, C=CCNC, CC(C)=O, [K+], [K+], O=C([O-])[O-]. Product: C=CCN(C)CC=CCO. RXN SMILES: [Br:1][CH2:2][CH:3]=[CH:4][CH2:5][OH:6].[CH2:13]([CH:14]=[CH2:15])[NH:16][CH3:17].[CH3:18][C:19](=[O:20])[CH3:21].[K+:7].[K+:8].[O-:9][C:10]([O-:11])=[O:12]>>[CH2:2]([CH:3]=[CH:4][CH2:5][OH:6])[N:16]([CH2:13][CH:14]=[CH2:15])[CH3:17].